From a dataset of the Open Reaction Database (ORD), a public repository of structured organic reaction records. describe an organic reaction: reactants, conditions, products, and yield The product is ClC=1C=C(C=CC1)NC(NC1=CC=C(C=C1)C=1C=C2CN(C(C2=CC1)=O)[C@H](C(=O)OC)C(C)C)=S ((S)-Methyl 2-(5-(4-(3-(3-chlorophenyl)thioureido)phenyl)-1-oxoisoindolin-2-yl)-3-methylbutanoate). RXN SMILES: F[C:2]1[CH:7]=[CH:6][CH:5]=[CH:4][C:3]=1[NH:8][C:9](=[S:35])[NH:10][C:11]1[CH:16]=[CH:15][C:14]([C:17]2[CH:18]=[C:19]3[C:23](=[CH:24][CH:25]=2)[C:22](=[O:26])[N:21]([C@@H:27]([CH:32]([CH3:34])[CH3:33])[C:28]([O:30][CH3:31])=[O:29])[CH2:20]3)=[CH:13][CH:12]=1.NC1C=CC(C2C=C3C(=CC=2)C(=O)N([C@@H](C(C)C)C(OC)=O)C3)=CC=1.[Cl:61]C1C=C(N=C=S)C=CC=1>>[Cl:61][C:7]1[CH:2]=[C:3]([NH:8][C:9](=[S:35])[NH:10][C:11]2[CH:16]=[CH:15][C:14]([C:17]3[CH:18]=[C:19]4[C:23](=[CH:24][CH:25]=3)[C:22](=[O:26])[N:21]([C@@H:27]([CH:32]([CH3:34])[CH3:33])[C:28]([O:30][CH3:31])=[O:29])[CH2:20]4)=[CH:13][CH:12]=2)[CH:4]=[CH:5][CH:6]=1. Starting materials: FC1=C(C=CC=C1)NC(NC1=CC=C(C=C1)C=1C=C2CN(C(C2=CC1)=O)[C@H](C(=O)OC)C(C)C)=S ((S)-Methyl 2-(5-(4-(3-(2-fluorophenyl)thioureido)phenyl)-1-oxoisoindolin-2-yl)-3-methylbutanoate), NC1=CC=C(C=C1)C=1C=C2CN(C(C2=CC1)=O)[C@H](C(=O)OC)C(C)C ((S)-Methyl 2-(5-(4-aminophenyl)-1-oxoisoindolin-2-yl)-3-methylbutanoate), ClC=1C=C(C=CC1)N=C=S (3-chlorophenyl isothiocyanate), compound, compound. Procedure: The compound of example 266 was prepared analogous to compound of example 256 by reaction of compound of example 223 with 3-chlorophenyl isothiocyanate. The compound of example 266 was used directly without isolation for the preparation of compound of example 267. The reactants are C(C)(C)(C)C=1C=C(C(C=O)=CC1)O (4-tert-butylsalicylaldehyde), FC(C=CC(=O)OCC)(C(F)(F)F)F (ethyl 4,4,5,5,5-pentafluoro-2-pentenoate), Cl (HCl), C(=O)([O-])[O-].[K+].[K+] (K2CO3). Run in CN(C)C=O (DMF), C(C)(=O)OCC (ethyl acetate). The product is CC(C)(C)C1=CC2=C(C=C(C(O2)C(C(F)(F)F)(F)F)C(=O)OCC)C=C1 (ethyl 7-(1,1-Dimethylethyl)-2-(pentafluoroethyl)-2H-1-benzopyran-3-carboxylate). Isolated yield 70.0%. RXN SMILES: [C:1]([C:5]1[CH:6]=[C:7]([OH:13])[C:8](=[CH:11][CH:12]=1)[CH:9]=O)([CH3:4])([CH3:3])[CH3:2].[F:14][C:15]([F:27])([C:23]([F:26])([F:25])[F:24])[CH:16]=[CH:17][C:18]([O:20][CH2:21][CH3:22])=[O:19].C([O-])([O-])=O.[K+].[K+].Cl>CN(C=O)C.C(OCC)(=O)C>[CH3:2][C:1]([C:5]1[CH:12]=[CH:11][C:8]2[CH:9]=[C:17]([C:18]([O:20][CH2:21][CH3:22])=[O:19])[CH:16]([C:15]([F:14])([F:27])[C:23]([F:25])([F:24])[F:26])[O:13][C:7]=2[CH:6]=1)([CH3:4])[CH3:3] |f:2.3.4|. Reported procedure: A mixture of 4-tert-butylsalicylaldehyde Example 8, step 1 (1.15 g, 6.4 mm) and the ethyl ester from Step 2 (1.59 g, 7.3 mmol) was dissolved in anhydrous DMF (4 mL). With stirring, K2CO3 (1.10 g, 9.0 mmol) was added causing the reaction to become deep red. The reaction was stirred at room temperature for 100 hours, acidified with 3 N HCl, diluted with ethyl acetate and washed with saturated NaHCO3 solution, brine, dried over MgSO4, filtered and concentrated in vacuo yielding a brown oil. This oi... The reactants are O (H2O), C1(=CC=CC2=CC=CC=C12)S(=O)(=O)C1=NNC2=CC=C(C=C12)OCCCOS(=O)(=O)C1=CC=C(C=C1)C (toluene-4-sulfonic acid 3-[3-(naphthalene-1-sulfonyl)-1H-indazol-5-yloxy]-propyl ester), CNCC (methyethylamine), Cl (HCl). Product: C(C)N(CCCOC=1C=C2C(=NNC2=CC1)S(=O)(=O)C1=CC=CC2=CC=CC=C12)C (Ethyl-methyl-{3-[3-(naphthalene-1-sulfonyl)-1H-indazol-5-yloxy]-propyl}-amine). As a reaction SMILES: [C:1]1([S:11]([C:14]2[C:22]3[C:17](=[CH:18][CH:19]=[C:20]([O:23][CH2:24][CH2:25][CH2:26]OS(C4C=CC(C)=CC=4)(=O)=O)[CH:21]=3)[NH:16][N:15]=2)(=[O:13])=[O:12])[C:10]2[C:5](=[CH:6][CH:7]=[CH:8][CH:9]=2)[CH:4]=[CH:3][CH:2]=1.[CH3:38][NH:39][CH2:40][CH3:41].Cl.O>>[CH2:40]([N:39]([CH3:38])[CH2:26][CH2:25][CH2:24][O:23][C:20]1[CH:21]=[C:22]2[C:17](=[CH:18][CH:19]=1)[NH:16][N:15]=[C:14]2[S:11]([C:1]1[C:10]2[C:5](=[CH:6][CH:7]=[CH:8][CH:9]=2)[CH:4]=[CH:3][CH:2]=1)(=[O:13])=[O:12])[CH3:41]. Reported procedure: A solution of toluene-4-sulfonic acid 3-[3-(naphthalene-1-sulfonyl)-1H-indazol-5-yloxy]-propyl ester (0.080 mg, 0.15 mmol) and methyethylamine (0.45-0.75 mmol) was stirred at 90° C. for about 2 hours in a sealed tube. After cooling to ambient temperature the reaction mixture was solvent evaporated. It was dissolved in ethyl acetate and washed twice with aqueous sodium bicarbonate. The organic phase was dried over anhydrous magnesium sulfate, filtered and concentrated. The residue was dissolved i... Reactants: C(#N)C=1C=C(C(=O)OC(C)(C)C)C=C(C1)F (tert-butyl 3-cyano-5-fluorobenzoate), CO (methanol), [BH4-].[Na+] (sodium borohydride), O (water). The reagents and catalysts are [Co](Cl)Cl (cobalt (II) chloride). Run in O1CCCC1 (tetrahydrofuran). Reaction conditions: time 30 minute. The product is NCC=1C=C(C(=O)OC(C)(C)C)C=C(C1)F (tert-butyl 3-(aminomethyl)-5-fluorobenzoate). Isolated yield 47.8%. RXN SMILES: [C:1]([C:3]1[CH:4]=[C:5]([CH:13]=[C:14]([F:16])[CH:15]=1)[C:6]([O:8][C:9]([CH3:12])([CH3:11])[CH3:10])=[O:7])#[N:2].CO.O.[BH4-].[Na+]>O1CCCC1.[Co](Cl)Cl>[NH2:2][CH2:1][C:3]1[CH:4]=[C:5]([CH:13]=[C:14]([F:16])[CH:15]=1)[C:6]([O:8][C:9]([CH3:12])([CH3:11])[CH3:10])=[O:7] |f:3.4|. Procedure: To a mixed solution of tert-butyl 3-cyano-5-fluorobenzoate (3.00 g) in tetrahydrofuran (60.0 mL)-methanol (30.0 mL) was added a mixture of cobalt (II) chloride (4.40 g) and water (60.0 mL) under ice-cooling, and then sodium borohydride (1.54 g) was added under an argon flow, followed by stirring at room temperature for 30 minutes. The insoluble material was filtered through Celite and then washed with a mixed solvent of tetrahydrofuran-methanol-water (2:1:2, and then the filtrate was concentrate... The reactants are CCOC(=O)CBr, CC(=O)C=CCCCc1ccc(OCc2ccccc2)cc1, [Zn]. Product: CCOC(=O)CC(C)(O)C=CCCCc1ccc(OCc2ccccc2)cc1. RXN SMILES: [Br:23][CH2:24][C:25](=[O:26])[O:27][CH2:28][CH3:29].[CH2:1]([c:2]1[cH:3][cH:4][cH:5][cH:6][cH:7]1)[O:8][c:9]1[cH:10][cH:11][c:12]([CH2:15][CH2:16][CH2:17][CH:18]=[CH:19][C:20]([CH3:21])=[O:22])[cH:13][cH:14]1.[Zn:30]>>[CH2:1]([c:2]1[cH:3][cH:4][cH:5][cH:6][cH:7]1)[O:8][c:9]1[cH:10][cH:11][c:12]([CH2:15][CH2:16][CH2:17][CH:18]=[CH:19][C:20]([CH3:21])([OH:22])[CH2:24][C:25](=[O:26])[O:27][CH2:28][CH3:29])[cH:13][cH:14]1. Reactants: C(#N)CC(=O)OCC (ethyl cyanoacetate), ClC(=CC(C(C)(C)Cl)Cl)Cl (1,1,3,4-tetrachloro-4-methylpent-1-ene), ClC(=CC=C(C)C)Cl (1,1-dichloro-4-methylpenta-1,3-diene), cupric acetate H2O, lithium halide. Run in C(C)#N (acetonitrile). Reaction conditions: time 6 hour. Yields the product C(#N)C1(C(C1C=C(Cl)Cl)(C)C)C(=O)OCC (ethyl 1-cyano-3-(2',2'-dichlorovinyl)-2,2-dimethylcyclopropane-1-carboxylate). RXN SMILES: [C:1]([CH2:3][C:4]([O:6][CH2:7][CH3:8])=[O:5])#[N:2].[Cl:9][C:10]([Cl:18])=[CH:11][CH:12](Cl)[C:13](Cl)([CH3:15])[CH3:14].ClC(Cl)=CC=C(C)C>C(#N)C>[C:1]([C:3]1([C:4]([O:6][CH2:7][CH3:8])=[O:5])[CH:12]([CH:11]=[C:10]([Cl:18])[Cl:9])[C:13]1([CH3:15])[CH3:14])#[N:2]. Procedure details: A mixture of ethyl cyanoacetate (12.44 parts), 1,1,3,4-tetrachloro-4-methylpent-1-ene (11.1 parts), 1,1-dichloro-4-methylpenta-1,3-diene (7.55 parts), cupric acetate H2O (2.0 parts) and in two cases lithium halide, in acetonitrile (100 parts by volume) is heated to reflux and held at 75°-80° C. for 6 hours. After cooling to room temperature the suspension is filtered and the residue is washed twice with acetonitrile (20 parts by volume). The combined filtrate and washes are distilled under reduc... Reactants: [Br-], COCCOC, CCCCO, COc1cccc(CCl)c1, CCCC[N+](CCCC)(CCCC)CCCC, O=S([O-])c1ccc(Cl)cc1, [Na+]. Product: COc1cccc(CS(=O)(=O)c2ccc(Cl)cc2)c1. Reaction SMILES: [Br-:28].[CH2:1]([CH2:2][O:3][CH3:4])[O:5][CH3:6].[CH2:46]([OH:47])[CH2:48][CH2:49][CH3:50].[CH3:18][O:19][c:20]1[cH:21][c:22]([CH2:23][Cl:24])[cH:25][cH:26][cH:27]1.[CH3:29][CH2:30][CH2:31][CH2:32][N+:33]([CH2:34][CH2:35][CH2:36][CH3:37])([CH2:38][CH2:39][CH2:40][CH3:41])[CH2:42][CH2:43][CH2:44][CH3:45].[Cl:7][c:8]1[cH:9][cH:10][c:11]([S:14](=[O:15])[O-:16])[cH:12][cH:13]1.[Na+:17]>>[Cl:7][c:8]1[cH:9][cH:10][c:11]([S:14](=[O:15])(=[O:16])[CH2:23][c:22]2[cH:21][c:20]([O:19][CH3:18])[cH:27][cH:26][cH:25]2)[cH:12][cH:13]1.